This data is from the Open Reaction Database (ORD), a public repository of structured organic reaction records. The task is: describe an organic reaction: reactants, conditions, products, and yield Starting materials: NC1=C(C=CC(=O)OC)C=CC=C1 (methyl 2-aminocinnamate), C1(=CC=CC=C1)N=C=O (phenylisocyanate). Solvent: C1=CC=CC=C1 (benzene). Conditions: time 12 hour. Yield: 96.0%. Yields the product C1(=CC=CC=C1)NC(NC1=C(C=CC=C1)C=CC(=O)OC)=O (methyl 3-[2-(3-phenylureido)phenyl]acrylate), crystal. Reaction SMILES: [NH2:1][C:2]1[CH:13]=[CH:12][CH:11]=[CH:10][C:3]=1[CH:4]=[CH:5][C:6]([O:8][CH3:9])=[O:7].[C:14]1([N:20]=[C:21]=[O:22])[CH:19]=[CH:18][CH:17]=[CH:16][CH:15]=1>C1C=CC=CC=1>[C:14]1([NH:20][C:21](=[O:22])[NH:1][C:2]2[CH:13]=[CH:12][CH:11]=[CH:10][C:3]=2[CH:4]=[CH:5][C:6]([O:8][CH3:9])=[O:7])[CH:19]=[CH:18][CH:17]=[CH:16][CH:15]=1. Procedure details: Methyl 2-aminocinnamate (2) (6.35 g, 35.8 mmol) was dissolved in 150 ml of benzene and phenylisocyanate (5.12 g, 43.0 mmol) was slowly dropped thereto at a room temperature. The reaction mixture was stirred for 12 hours to obtain a solid precipitate. Then, the precipitate was washed with ether in order to obtain the title compound (3) in the form of a white crystal (10.2 g, 96%) (mp 184° C.). Reactants: OC=1C(C=C(OC1CO)CNS(=O)(=O)C1=C(C=CC=C1)C)=O (N-(5-Hydroxy-6-hydroxymethyl-4-oxo-4H-pyran-2-ylmethyl)-2-methyl-benzenesulfonamide), C(C1=CC=CC=C1)OC=1C(C=C(OC1CO)CNS(=O)(=O)C1=CC=CC=C1)=O (N-(5-benzyloxy-6-hydroxymethyl-4-oxo-4H-pyran-2-ylmethyl)-benzene sulfonamide). The product is C(C1=CC=CC=C1)OC=1C(C=C(OC1CO)CNS(=O)(=O)C1=C(C=CC=C1)C)=O (N-(5-Benzyloxy-6-hydroxymethyl-4-oxo-4H-pyran-2-ylmethyl)-2-methyl-benzenesulfonamide). Yield: 40.8%. RXN SMILES: [OH:1][C:2]1[C:3](=[O:22])[CH:4]=[C:5]([CH2:10][NH:11][S:12]([C:15]2[CH:20]=[CH:19][CH:18]=[CH:17][C:16]=2[CH3:21])(=[O:14])=[O:13])[O:6][C:7]=1[CH2:8][OH:9].[CH2:23](OC1C(=O)C=C(CNS(C2C=CC=CC=2)(=O)=O)OC=1CO)[C:24]1[CH:29]=[CH:28][CH:27]=[CH:26][CH:25]=1>>[CH2:23]([O:1][C:2]1[C:3](=[O:22])[CH:4]=[C:5]([CH2:10][NH:11][S:12]([C:15]2[CH:20]=[CH:19][CH:18]=[CH:17][C:16]=2[CH3:21])(=[O:14])=[O:13])[O:6][C:7]=1[CH2:8][OH:9])[C:24]1[CH:29]=[CH:28][CH:27]=[CH:26][CH:25]=1. Procedure details: N-(5-Benzyloxy-6-hydroxymethyl-4-oxo-4H-pyran-2-ylmethyl)-2-methyl-benzenesulfonamide (10-02) (4.7 g, 40.85%) was synthesized as a white solid from N-(5-hydroxy-6-hydroxymethyl-4-oxo-4H-pyran-2-ylmethyl)-2-methyl-benzenesulfonamide (9-02) (9.0 g, 27.69 mmol) following the procedure described for N-(5-benzyloxy-6-hydroxymethyl-4-oxo-4H-pyran-2-ylmethyl)-benzenesulfonamide (10-01).